This data is from the Open Reaction Database (ORD), a public repository of structured organic reaction records. The task is: describe an organic reaction: reactants, conditions, products, and yield The reactants are C(C)OC(CC(CCCCCCCCCCCCCCCC)=O)=O (3-Oxo-nonadecanoic acid ethyl ester), C(#N)CC(=O)N (cyanoacetamide), N1CCCCC1 (piperidine). Solvent: CO (MeOH). Yields the product C(#N)C=1C(=NC(=CC1CCCCCCCCCCCCCCCC)O)O (3-cyano-2,6-dihydroxy-4-hexadecyl-pyridine). Yield: 40.0%. RXN SMILES: C(O[C:4](=[O:24])[CH2:5][C:6](=O)[CH2:7][CH2:8][CH2:9][CH2:10][CH2:11][CH2:12][CH2:13][CH2:14][CH2:15][CH2:16][CH2:17][CH2:18][CH2:19][CH2:20][CH2:21][CH3:22])C.[C:25]([CH2:27][C:28]([NH2:30])=[O:29])#[N:26].N1CCCCC1>CO>[C:25]([C:27]1[C:28]([OH:29])=[N:30][C:4]([OH:24])=[CH:5][C:6]=1[CH2:7][CH2:8][CH2:9][CH2:10][CH2:11][CH2:12][CH2:13][CH2:14][CH2:15][CH2:16][CH2:17][CH2:18][CH2:19][CH2:20][CH2:21][CH3:22])#[N:26]. Procedure: 3-Oxo-nonadecanoic acid ethyl ester (11.3 mmol), cyanoacetamide (0.95 g, 11.3 mmol) and piperidine (0.95 g, 11.3 mmol) in MeOH (3 mL) were heated under reflux for 24 h. The solvent was evaporated, and the residue was dissolved in hot water. The product was precipitated by addition of concentrated HCl, filtered, washed with ice water and CHCl3 and dried in vaccum to give 3-cyano-2,6-dihydroxy-4-hexadecyl-pyridine as a white powder. Yield: 40%. Anal. C22H36N2O2: Calcd: C, 73.29; H, 10.06; N, 7.77;...